From a dataset of the Open Reaction Database (ORD), a public repository of structured organic reaction records. describe an organic reaction: reactants, conditions, products, and yield Reactants: ClCCl, CC(c1ccc(-c2cccnc2)cc1)N1CCC(CCC(N)=O)(c2ccc(F)cc2)OC1=O, O=C(OO)c1cccc(Cl)c1. Product: CC(c1ccc(-c2cccnc2)cc1)N1CCC(CCC(=O)O)(c2ccc(F)cc2)OC1=O. RXN SMILES: [Cl:45][CH2:46][Cl:47].[F:1][c:2]1[cH:3][cH:4][c:5]([C:8]2([CH2:29][CH2:30][C:31](=[O:32])[NH2:33])[CH2:9][CH2:10][N:11]([CH:15]([CH3:16])[c:17]3[cH:18][cH:19][c:20](-[c:23]4[cH:24][n:25][cH:26][cH:27][cH:28]4)[cH:21][cH:22]3)[C:12](=[O:14])[O:13]2)[cH:6][cH:7]1.[OH:34][O:35][C:36]([c:37]1[cH:38][c:39]([Cl:40])[cH:41][cH:42][cH:43]1)=[O:44]>>[F:1][c:2]1[cH:3][cH:4][c:5]([C:8]2([CH2:29][CH2:30][C:31]([OH:32])=[O:34])[CH2:9][CH2:10][N:11]([CH:15]([CH3:16])[c:17]3[cH:18][cH:19][c:20](-[c:23]4[cH:24][n:25][cH:26][cH:27][cH:28]4)[cH:21][cH:22]3)[C:12](=[O:14])[O:13]2)[cH:6][cH:7]1. The reactants are C(C)OC=1C=C2C(=NC(=NC2=CC1O)N1CCOCC1)N1CCC(CC1)N1C(N(C2=CC=C(C=C2C1=O)C)C)=O (3-[1-(6-Ethoxy-7-hydroxy-2-morpholino-4-quinazolinyl)-4-piperidinyl]-1,2,3,4-tetrahydro-1,6-dimethyl-2,4-dioxoquinazoline), C(CCC)I (butyl iodide). The product is C(CCC)OC1=C(C=C2C(=NC(=NC2=C1)N1CCOCC1)N1CCC(CC1)N1C(N(C2=CC=C(C=C2C1=O)C)C)=O)OCC (3-[1-(7-Butoxy-6-ethoxy-2-morpholino-4-quinazolinyl)-4-piperidinyl]-1,2,3,4-tetrahydro-1,6-dimethyl-2,4-dioxoquinazoline). The yield is 39.0%. Reaction SMILES: [CH2:1]([O:3][C:4]1[CH:5]=[C:6]2[C:11](=[CH:12][C:13]=1[OH:14])[N:10]=[C:9]([N:15]1[CH2:20][CH2:19][O:18][CH2:17][CH2:16]1)[N:8]=[C:7]2[N:21]1[CH2:26][CH2:25][CH:24]([N:27]2[C:36](=[O:37])[C:35]3[C:30](=[CH:31][CH:32]=[C:33]([CH3:38])[CH:34]=3)[N:29]([CH3:39])[C:28]2=[O:40])[CH2:23][CH2:22]1)[CH3:2].[CH2:41](I)[CH2:42][CH2:43][CH3:44]>>[CH2:41]([O:14][C:13]1[CH:12]=[C:11]2[C:6]([C:7]([N:21]3[CH2:26][CH2:25][CH:24]([N:27]4[C:36](=[O:37])[C:35]5[C:30](=[CH:31][CH:32]=[C:33]([CH3:38])[CH:34]=5)[N:29]([CH3:39])[C:28]4=[O:40])[CH2:23][CH2:22]3)=[N:8][C:9]([N:15]3[CH2:20][CH2:19][O:18][CH2:17][CH2:16]3)=[N:10]2)=[CH:5][C:4]=1[O:3][CH2:1][CH3:2])[CH2:42][CH2:43][CH3:44]. Procedure: The same procedure as in Example 48 was repeated, using 335 mg (0.61 mmol) of Compound 47 obtained in Example 47, except that butyl iodide was used in place of methyl iodide, to give 144 mg (yield: 39%) of Compound 51 as white crystals. Reactants: BrC1=CC=2C3=C(C=NC2C=C1)N(C(N3C=3N(N=CC3)C)=O)C (8-bromo-3-methyl-1-(2-methyl-2H-pyrazol-3-yl)-1,3-dihydro-imidazo[4,5-c]quinolin-2-one), BrC1=CC=2C3=C(C=NC2C=C1)N(C(N3C=3N(N=CC3)C)=O)C (8-bromo-3-methyl-1-(2-methyl-2H-pyrazol-3-yl)-1,3-dihydro-imidazo[4,5-c]quinolin-2-one), CC1(OB(OC1(C)C)C=1C=CC(=NC1)NCCO)C (2-[5-(4,4,5,5-tetramethyl-[1,3,2]dioxaborolan-2-yl)-pyridin-2-ylamino]-ethanol). Yields the product OCCNC1=CC=C(C=N1)C1=CC=2C3=C(C=NC2C=C1)N(C(N3C=3N(N=CC3)C)=O)C (8-[6-(2-Hydroxy-ethylamino)-pyridin-3-yl]-3-methyl-1-(2-methyl-2H-pyrazol-3-yl)-1,3-dihydro-imidazo[4,5-c]quinolin-2-one). RXN SMILES: Br[C:2]1[CH:11]=[CH:10][C:9]2[N:8]=[CH:7][C:6]3[N:12]([CH3:22])[C:13](=[O:21])[N:14]([C:15]4[N:16]([CH3:20])[N:17]=[CH:18][CH:19]=4)[C:5]=3[C:4]=2[CH:3]=1.CC1(C)C(C)(C)OB([C:31]2[CH:32]=[CH:33][C:34]([NH:37][CH2:38][CH2:39][OH:40])=[N:35][CH:36]=2)O1>>[OH:40][CH2:39][CH2:38][NH:37][C:34]1[N:35]=[CH:36][C:31]([C:2]2[CH:11]=[CH:10][C:9]3[N:8]=[CH:7][C:6]4[N:12]([CH3:22])[C:13](=[O:21])[N:14]([C:15]5[N:16]([CH3:20])[N:17]=[CH:18][CH:19]=5)[C:5]=4[C:4]=3[CH:3]=2)=[CH:32][CH:33]=1. Procedure details: The title compound was synthesized in a similar manner as described for Example 1.1 using 8-bromo-3-methyl-1-(2-methyl-2H-pyrazol-3-yl)-1,3-dihydro-imidazo[4,5-c]quinolin-2-one (Intermediate E, 65 mg, 0.181 mmol) and 2-[5-(4,4,5,5-tetramethyl-[1,3,2]dioxaborolan-2-yl)-pyridin-2-ylamino]-ethanol (stage 21.1.1, 82 mg, 0.218 mmol) to give the title compound as an off-white foam. (HPLC: tR 2.08 min (Method A); M+H=416 MS-ES; 1H-NMR (d6-DMSO, 400 MHz) 8.96 (s, 1H), 8.12-8.02 (m, 2H), 7.80-7.75 (m, 2H...